From a dataset of the Open Reaction Database (ORD), a public repository of structured organic reaction records. describe an organic reaction: reactants, conditions, products, and yield Starting materials: CS(=O)(=O)Cl, O=C1NC(CO)c2ccccc2-c2ccccc21, c1ccncc1. Reaction SMILES: [CH3:19][S:20]([Cl:21])(=[O:22])=[O:23].[OH:1][CH2:2][CH:3]1[c:4]2[c:5]([cH:15][cH:16][cH:17][cH:18]2)-[c:6]2[c:7]([cH:11][cH:12][cH:13][cH:14]2)[C:8](=[O:10])[NH:9]1.[cH:24]1[cH:25][cH:26][n:27][cH:28][cH:29]1>>[O:1]([CH2:2][CH:3]1[c:4]2[c:5]([cH:15][cH:16][cH:17][cH:18]2)-[c:6]2[c:7]([cH:11][cH:12][cH:13][cH:14]2)[C:8](=[O:10])[NH:9]1)[S:20]([CH3:19])(=[O:22])=[O:23]. Product: CS(=O)(=O)OCC1NC(=O)c2ccccc2-c2ccccc21.